From a dataset of the Open Reaction Database (ORD), a public repository of structured organic reaction records. describe an organic reaction: reactants, conditions, products, and yield Starting materials: COC(=O)c1c(C)nc(C)c(C(=O)OC)c1-c1cc([N+](=O)[O-])ccc1OCCCCBr, CC#N, NCCCOc1ccccc1. Yields the product COC(=O)c1c(C)nc(C)c(C(=O)OC)c1-c1cc([N+](=O)[O-])ccc1OCCCCNCCCOc1ccccc1. RXN SMILES: [CH3:1][c:2]1[n:3][c:4]([CH3:31])[c:5]([C:27](=[O:28])[O:29][CH3:30])[c:6](-[c:12]2[c:13]([O:21][CH2:22][CH2:23][CH2:24][CH2:25][Br:26])[cH:14][cH:15][c:16]([N+:18](=[O:19])[O-:20])[cH:17]2)[c:7]1[C:8](=[O:9])[O:10][CH3:11].[CH3:43][C:44]#[N:45].[O:32]([c:33]1[cH:34][cH:35][cH:36][cH:37][cH:38]1)[CH2:39][CH2:40][CH2:41][NH2:42]>>[CH3:1][c:2]1[n:3][c:4]([CH3:31])[c:5]([C:27](=[O:28])[O:29][CH3:30])[c:6](-[c:12]2[c:13]([O:21][CH2:22][CH2:23][CH2:24][CH2:25][NH:42][CH2:41][CH2:40][CH2:39][O:32][c:33]3[cH:34][cH:35][cH:36][cH:37][cH:38]3)[cH:14][cH:15][c:16]([N+:18](=[O:19])[O-:20])[cH:17]2)[c:7]1[C:8](=[O:9])[O:10][CH3:11].